This data is from the Open Reaction Database (ORD), a public repository of structured organic reaction records. The task is: describe an organic reaction: reactants, conditions, products, and yield Reactants: N[C@@H](C(=O)O)CC=1SC(=CC1)Br ((2R)-amino-3-(5-bromo-thiophen-2-yl)-propionic acid), C(Cl)Cl (DCM), Cl.COC([C@@H](CC=1SC(=CC1)Br)N)=O ((2R)-amino-3-(5-bromo-thiophen-2-yl)-propionic acid methyl ester HCl), Boc-anhydride, C(=O)(O)[O-].[Na+] (NaHCO3), O (water). Reaction conditions: time 10 minute. Yields the product COC([C@@H](CC=1SC(=CC1)Br)NC(=O)OC(C)(C)C)=O (3-(5-bromo-thiophen-2-yl)-2(R)-tert-butoxycarbonylamino-propionic acid methyl ester). Reaction SMILES: Cl.[CH3:2][O:3][C:4](=[O:14])[C@H:5]([NH2:13])[CH2:6][C:7]1[S:8][C:9]([Br:12])=[CH:10][CH:11]=1.N[C@H](CC1S[C:23](Br)=[CH:24][CH:25]=1)C(O)=O.[C:27]([O-:30])(O)=[O:28].[Na+].O.[CH2:33](Cl)Cl>>[CH3:2][O:3][C:4](=[O:14])[C@H:5]([NH:13][C:27]([O:30][C:24]([CH3:23])([CH3:25])[CH3:33])=[O:28])[CH2:6][C:7]1[S:8][C:9]([Br:12])=[CH:10][CH:11]=1 |f:0.1,3.4|. Reported procedure: To a suspension of (2R)-amino-3-(5-bromo-thiophen-2-yl)-propionic acid methyl ester HCl (14.0 g, 46.59 mmol) (prepared from commercially available (2R)-amino-3-(5-bromo-thiophen-2-yl)-propionic acid) in DCM (250 mL) was added NaHCO3 (9.78 g, 116.49 mmol), water (100 mL). The solution was stirred for 10 min and Boc-anhydride (12.20 g, 55.91 mmol) was added. The reaction was stirred overnight. The organic layer was separated and washed with brine, dried (Na2SO4) and concentrated under reduced pres... The reactants are CCOC(=O)Cc1cc([N+](=O)[O-])c(F)cc1C#N, CO, CCOC(C)=O. Yields the product CCOC(=O)Cc1cc(N)c(F)cc1C#N. As a reaction SMILES: [C:1](#[N:2])[c:3]1[c:4]([CH2:13][C:14](=[O:15])[O:16][CH2:17][CH3:18])[cH:5][c:6]([N+:10]([O-:11])=[O:12])[c:7]([F:9])[cH:8]1.[CH3:19][OH:20].[CH3:21][CH2:22][O:23][C:24]([CH3:25])=[O:26]>>[C:1](#[N:2])[c:3]1[c:4]([CH2:13][C:14](=[O:15])[O:16][CH2:17][CH3:18])[cH:5][c:6]([NH2:10])[c:7]([F:9])[cH:8]1. The reactants are C(C)=C(C#N)C=1C=NC=CC1 (α-ethylidene 3-pyridine acetonitrile), C(C)(C)(C)OC(N(C)C)N(C)C (t-butoxy-bis-dimethylaminomethane). The solvent is O1CCCC1 (tetrahydrofuran). Conditions: temperature 20 celsius, time 20 hour. Yields the product CN(C=CC=C(C#N)C=1C=NC=CC1)C (α-[3-(dimethylamino)-2-propenylidene]-3-pyridineacetonitrile). As a reaction SMILES: [CH:1](=[C:3]([C:6]1[CH:7]=[N:8][CH:9]=[CH:10][CH:11]=1)[C:4]#[N:5])[CH3:2].C(O[CH:17](N(C)C)[N:18]([CH3:20])[CH3:19])(C)(C)C>O1CCCC1>[CH3:17][N:18]([CH3:20])[CH:19]=[CH:2][CH:1]=[C:3]([C:6]1[CH:7]=[N:8][CH:9]=[CH:10][CH:11]=1)[C:4]#[N:5]. Reported procedure: A 0.2 g portion of α-ethylidene 3-pyridine acetonitrile and 0.315 ml of t-butoxy-bis-dimethylaminomethane were dissolved in tetrahydrofuran and stirred at 20° C. for 20 hours. The solvent was removed at reduced pressure and the orange oil was purified by chromatography, eluting with ethyl acetate:hexane (10:3). The eluate was concentrated to a solid which was recrystallized from methylene chloride-hexane, giving α-[3-(dimethylamino)-2-propenylidene]-3-pyridineacetonitrile as yellow crystals, mp ... Starting materials: O=C[C@H](O)[C@@H](O)[C@@H](O)[C@H](O)CO (d-Galactose), O=C[C@H](O)[C@@H](O)[C@H](O)[C@H](O)CO (d-glucose). As a reaction SMILES: [O:1]=[CH:2][C@@H:3]([C@H:5]([C@H:7]([C@@H:9]([CH2:11][OH:12])[OH:10])[OH:8])[OH:6])[OH:4].O=C[C@@H]([C@H]([C@@H]([C@@H](CO)O)O)O)O>>[OH:1][CH2:2][C:3]([C@H:5]([C@H:7]([C@@H:9]([CH2:11][OH:12])[OH:10])[OH:8])[OH:6])=[O:4]. Reported procedure: D-tagatose is typically produced in a two-step process wherein lactose is enzymatically hydrolyzed to d-Galactose and d-glucose using immobilized lactase. The d-galactose is typically separated using a cation exchange resin. The separated d-galactose is then isomerized to produce d-tagatose under alkaline conditions (typically at a pH of 12) using calcium hydroxide to form a precipitate. The precipitate is subsequently treated with sulfuric acid to free the d-tagatose, and the filtrate is demine... Yields the product OCC(=O)[C@@H](O)[C@@H](O)[C@H](O)CO (d-tagatose).